From a dataset of the Open Reaction Database (ORD), a public repository of structured organic reaction records. describe an organic reaction: reactants, conditions, products, and yield The reactants are BrC1=CC=C(C=C1)C1=C(C(=NO1)C)C(C\C=C\C1=CC=CC=C1)O ((E)-1-[5-(4-bromo-phenyl)-3-methyl-isoxazol-4-yl]-4-phenyl-but-3-en-1-ol), C(C)OC(=O)C1(CC1)C1=CC=C(C=C1)B1OC(C(O1)(C)C)(C)C (1-[4-(4,4,5,5-tetramethyl-[1,3,2]dioxaborolan-2-yl)-phenyl]-cyclopropanecarboxylic acid ethyl ester). Yields the product C(C)OC(=O)C1(CC1)C1=CC=C(C=C1)C1=CC=C(C=C1)C1=C(C(=NO1)C)C(C\C=C\C1=CC=CC=C1)O (1-{4′-[4-((E)-1-Hydroxy-4-phenyl-but-3-enyl)-3-methyl-isoxazol-5-yl]-biphenyl-4-yl}-cyclopropanecarboxylic acid ethyl ester). RXN SMILES: Br[C:2]1[CH:7]=[CH:6][C:5]([C:8]2[O:12][N:11]=[C:10]([CH3:13])[C:9]=2[CH:14]([OH:24])[CH2:15]/[CH:16]=[CH:17]/[C:18]2[CH:23]=[CH:22][CH:21]=[CH:20][CH:19]=2)=[CH:4][CH:3]=1.[CH2:25]([O:27][C:28]([C:30]1([C:33]2[CH:38]=[CH:37][C:36](B3OC(C)(C)C(C)(C)O3)=[CH:35][CH:34]=2)[CH2:32][CH2:31]1)=[O:29])[CH3:26]>>[CH2:25]([O:27][C:28]([C:30]1([C:33]2[CH:38]=[CH:37][C:36]([C:2]3[CH:7]=[CH:6][C:5]([C:8]4[O:12][N:11]=[C:10]([CH3:13])[C:9]=4[CH:14]([OH:24])[CH2:15]/[CH:16]=[CH:17]/[C:18]4[CH:23]=[CH:22][CH:21]=[CH:20][CH:19]=4)=[CH:4][CH:3]=3)=[CH:35][CH:34]=2)[CH2:31][CH2:32]1)=[O:29])[CH3:26]. Procedure details: Prepared according to the procedure described in Example 3, Step 5, using (E)-1-[5-(4-bromo-phenyl)-3-methyl-isoxazol-4-yl]-4-phenyl-but-3-en-1-ol and 1-[4-(4,4,5,5-tetramethyl-[1,3,2]dioxaborolan-2-yl)-phenyl]-cyclopropanecarboxylic acid ethyl ester.